From a dataset of the Open Reaction Database (ORD), a public repository of structured organic reaction records. describe an organic reaction: reactants, conditions, products, and yield Starting materials: 37580c, O.NN (hydrazine monohydrate), [N+](=O)([O-])C=1C=C(C=CC1O)CC(=O)O (3-nitro-4-hydroxyphenylacetic acid). The reagents and catalysts are [Pd] (Pd—C), [Pd] (Pd—C). Run in [OH-].[Na+] (sodium hydroxide). Run at temperature 60 celsius, time 0.5 hour. Product: NC=1C=C(C=CC1O)CC(=O)O (3-amino-4-hydroxyphenylacetic Acid). Yield: 30.0%. Reaction SMILES: [N+:1]([C:4]1[CH:5]=[C:6]([CH2:11][C:12]([OH:14])=[O:13])[CH:7]=[CH:8][C:9]=1[OH:10])([O-])=O.O.NN>[Pd].[OH-].[Na+]>[NH2:1][C:4]1[CH:5]=[C:6]([CH2:11][C:12]([OH:14])=[O:13])[CH:7]=[CH:8][C:9]=1[OH:10] |f:1.2,4.5|. Procedure details: Compound III was synthesized according to the method of Zupancic and Trpin J. Prac. Chem. 33, 307-308 (1966); CA 66, 37580c. To a stirred solution of sodium hydroxide solution (1 g in 40 ml) in a round bottom flask was added 3-nitro-4-hydroxyphenylacetic acid (4.93 g, 0.025 mol). The solid dissolved at once giving an orange color solution. 10% Pd—C (50 mg) was added followed by dropwise addition of hydrazine monohydrate (3.25 ml). After the completion of the addition (5 minutes), the mixture was... Starting materials: CC(=O)C (acetone), C1(=CC=CC=C1)O (phenol), CC(=O)C (acetone), CC(=O)C (acetone), O (water). Run in OC1=CC=C(C=C1)C(C)(C)C1=CC=C(C=C1)O (bis-phenol-A), OC1=CC=C(C=C1)C(C)(C)C1=CC=C(C=C1)O (bis-phenol-A). Product: C1(=CC=CC=C1)O (phenol), C1(=CC=CC=C1)O.CC(=O)C (phenol acetone). As a reaction SMILES: [C:1]1([OH:7])[CH:6]=[CH:5][CH:4]=[CH:3][CH:2]=1.[CH3:8][C:9]([CH3:11])=[O:10].O>OC1C=CC(C(C2C=CC(O)=CC=2)(C)C)=CC=1>[C:1]1([OH:7])[CH:6]=[CH:5][CH:4]=[CH:3][CH:2]=1.[C:1]1([OH:7])[CH:6]=[CH:5][CH:4]=[CH:3][CH:2]=1.[CH3:8][C:9]([CH3:11])=[O:10] |f:5.6|. Procedure details: More particularly, there is provided by the present invention a process for the production of bis-phenol-A comprising reacting phenol and acetone in the presence of a cation-exchange resin catalyst wherein all of the phenol required for reaction is charged at the beginning of the reactor and the acetone is injected along the reactor length resulting in a mixture of bis-phenol-A, phenol, acetone, water and phenol-acetone condensation by-products. The reactor effluent may then be treated by any co... Starting materials: CNC1=NNC2=C1C(N(C=1C=CC=CC21)CCC)=O (3-Methylamino-5-propyl-1H-pyrazolo[4,3-c]quinolin-4(5H)-one), [H-].[Na+] (sodium hydride), C(OC)(=O)Cl (methyl chlorocarbonate). The solvent is CN(C)C=O (DMF). Conditions: time 1 hour. Yields the product COC(=O)N1N=C(C=2C(N(C=3C=CC=CC3C21)CCC)=O)NC (1-Methoxycarbonyl-3-methylamino-5-propyl-1H-pyrazolo[4,3-c]quinolin-4(5H)-one). Yield: 49.6%. As a reaction SMILES: [CH3:1][NH:2][C:3]1[C:7]2[C:8](=[O:19])[N:9]([CH2:16][CH2:17][CH3:18])[C:10]3[CH:11]=[CH:12][CH:13]=[CH:14][C:15]=3[C:6]=2[NH:5][N:4]=1.[H-].[Na+].[C:22](Cl)(=[O:25])[O:23][CH3:24]>CN(C=O)C>[CH3:24][O:23][C:22]([N:5]1[C:6]2[C:15]3[CH:14]=[CH:13][CH:12]=[CH:11][C:10]=3[N:9]([CH2:16][CH2:17][CH3:18])[C:8](=[O:19])[C:7]=2[C:3]([NH:2][CH3:1])=[N:4]1)=[O:25] |f:1.2|. Procedure details: In 70 ml of DMF was suspended 1.69 g (6.6 mmol) of Compound 1, and 0.33 g (8.3 mmol) of 60% sodium hydride was added and dissolved therein. To the mixture was added 0.80 ml (10 mmol) of methyl chlorocarbonate, followed by stirring at room temperature for 1 hour. The reaction mixture was dried under reduced pressure, and the residue was partitioned between chloroform and water. The chloroform layer was dried under reduced pressure, passed through a silica gel column, and eluted with chloroform. T... Reactants: [N-]=[N+]=[N-].[Na+] (sodium azide), ClCCCNC1=C(C=C(C2=C1C(C=C(O2)C2=CC(=C(C=C2)NC(C(C)(C)C)=O)F)=O)F)F (5-(3-chloropropylamino)-6,8-difluoro-2-(3-fluoro-4-pivaloylaminophenyl)-4H-1-benzopyran-4-one), O (Water). Solvent: CN(C=O)C (dimethylformamide). Run at temperature 70 celsius, time 18 hour. Yields the product N(=[N+]=[N-])CCCNC1=C(C=C(C2=C1C(C=C(O2)C2=CC(=C(C=C2)NC(C(C)(C)C)=O)F)=O)F)F (5-(3-azidopropylamino)-6,8-difluoro-2-(3-fluoro-4-pivaloylaminophenyl)-4H-1-benzopyran-4-one). Isolated yield 99.5%. Reaction SMILES: Cl[CH2:2][CH2:3][CH2:4][NH:5][C:6]1[C:11]2[C:12](=[O:30])[CH:13]=[C:14]([C:16]3[CH:21]=[CH:20][C:19]([NH:22][C:23](=[O:28])[C:24]([CH3:27])([CH3:26])[CH3:25])=[C:18]([F:29])[CH:17]=3)[O:15][C:10]=2[C:9]([F:31])=[CH:8][C:7]=1[F:32].[N-:33]=[N+:34]=[N-:35].[Na+].O>CN(C)C=O>[N:33]([CH2:2][CH2:3][CH2:4][NH:5][C:6]1[C:11]2[C:12](=[O:30])[CH:13]=[C:14]([C:16]3[CH:21]=[CH:20][C:19]([NH:22][C:23](=[O:28])[C:24]([CH3:27])([CH3:26])[CH3:25])=[C:18]([F:29])[CH:17]=3)[O:15][C:10]=2[C:9]([F:31])=[CH:8][C:7]=1[F:32])=[N+:34]=[N-:35] |f:1.2|. Reported procedure: 177 mg (0.38 mmol) of the resulting 5-(3-chloropropylamino)-6,8-difluoro-2-(3-fluoro-4-pivaloylaminophenyl)-4H-1-benzopyran-4-one was dissolved in 10 ml of dimethylformamide under argon atmosphere, 124 mg of sodium azide was added and the mixture was stirred at 70° C. for 18 hours. Water was added to the reaction solution, and the precipitated crystals were collected by filtration and purified by silica gel column chromatography (n-hexane:ethyl acetate=4:1) to give 179 mg (100%) of 5-(3-azidopro... Starting materials: [H-].[Na+] (sodium hydride), C(CCC)[Li] (n-butyllithium), N-trimethylsilylmethyl, ClC[Si](C)(C)C (chloromethyltrimethylsilane), C(C=C)C=1C=CC=2N(C3=CC=CC=C3C2C1)C[Si](C)(C)C (3-(2-propenyl)-N-trimethylsilylmethylcarbazole), C1=CC=CC=2C3=CC=CC=C3NC12 (carbazole), BrBr (bromine). Solvent: CC(=O)C (acetone), O1CCCC1 (tetrahydrofuran), N1=CC=CC=C1 (pyridine), N1=CC=CC=C1 (pyridine). Yields the product BrC=1C=CC=2NC3=CC=CC=C3C2C1 (3-Bromocarbazole), alcohol. RXN SMILES: C([C:4]1[CH:5]=[CH:6][C:7]2[N:8](C[Si](C)(C)C)[C:9]3[C:14]([C:15]=2[CH:16]=1)=[CH:13][CH:12]=[CH:11][CH:10]=3)C=C.C1C2NC3C(=CC=CC=3)C=2C=CC=1.[Br:35]Br.[H-].[Na+].ClC[Si](C)(C)C.C([Li])CCC>N1C=CC=CC=1.O1CCCC1.CC(C)=O>[Br:35][C:4]1[CH:5]=[CH:6][C:7]2[NH:8][C:9]3[C:14]([C:15]=2[CH:16]=1)=[CH:13][CH:12]=[CH:11][CH:10]=3 |f:3.4|. Procedure: A preferred example is the use of 3-(2-propenyl)-N-trimethylsilylmethylcarbazole as the polymerizable monomer in a photoresist. 3-Bromocarbazole is prepared by treating carbazole in pyridine with a solution of bromine in pyridine. The purified product is converted to the N-trimethylsilylmethyl derivative by sequential treatment in tetrahydrofuran with sodium hydride and chloromethyltrimethylsilane, followed by refluxing. The purified product is treated with n-butyllithium, acetone, and worked up... Yield: 71.0%. Starting materials: FC1=C(C=C(C=C1)C=1C=C(C(NN1)=O)C(=O)OC)C (6-(4-fluoro-3-methylphenyl)-4-methoxycarbonyl-2H-pyridazin-3-one), C(C1=CC=CC=C1)Cl (benzyl chloride). Reported procedure: Following the procedure of Example 1(6), 6-(4-fluoro-3-methylphenyl)-4-methoxycarbonyl-2H-pyridazin-3-one and benzyl chloride were reacted to yield the title compound as yellow needles (yield: 71.0%). Yields the product C(C1=CC=CC=C1)N1N=C(C=C(C1=O)C(=O)OC)C1=CC(=C(C=C1)F)C (2-benzyl-6-(4-fluoro-3-methylphenyl)-4-methoxycarbonyl-2H-pyridazin-3-one). As a reaction SMILES: [F:1][C:2]1[CH:7]=[CH:6][C:5]([C:8]2[CH:9]=[C:10]([C:15]([O:17][CH3:18])=[O:16])[C:11](=[O:14])[NH:12][N:13]=2)=[CH:4][C:3]=1[CH3:19].[CH2:20](Cl)[C:21]1[CH:26]=[CH:25][CH:24]=[CH:23][CH:22]=1>>[CH2:20]([N:12]1[C:11](=[O:14])[C:10]([C:15]([O:17][CH3:18])=[O:16])=[CH:9][C:8]([C:5]2[CH:6]=[CH:7][C:2]([F:1])=[C:3]([CH3:19])[CH:4]=2)=[N:13]1)[C:21]1[CH:26]=[CH:25][CH:24]=[CH:23][CH:22]=1.